From a dataset of the Open Reaction Database (ORD), a public repository of structured organic reaction records. describe an organic reaction: reactants, conditions, products, and yield The reactants are ClC1=CC(=C(C#N)C=C1)OC1=CC(=C(C=C1)F)CCl (4-chloro-2-(3-chloromethyl-4-fluorophenoxy)-benzonitrile), CN (methylamine), C(\C=C\C(=O)O)(=O)O (fumaric acid). The solvent is C(C)O (ethanol), CO (methanol). Conditions: time 10 day. Yields the product C(\C=C\C(=O)O)(=O)O.ClC1=CC(=C(C#N)C=C1)OC1=CC(=C(C=C1)F)CNC (4-chloro-2-(4-fluoro-3-methylaminomethyl-phenoxy)-benzonitrile fumarate). The yield is 104.6%. Reaction SMILES: [Cl:1][C:2]1[CH:9]=[CH:8][C:5]([C:6]#[N:7])=[C:4]([O:10][C:11]2[CH:16]=[CH:15][C:14]([F:17])=[C:13]([CH2:18]Cl)[CH:12]=2)[CH:3]=1.[CH3:20][NH2:21].[C:22]([OH:29])(=[O:28])/[CH:23]=[CH:24]/[C:25]([OH:27])=[O:26]>C(O)C.CO>[C:22]([OH:29])(=[O:28])/[CH:23]=[CH:24]/[C:25]([OH:27])=[O:26].[Cl:1][C:2]1[CH:9]=[CH:8][C:5]([C:6]#[N:7])=[C:4]([O:10][C:11]2[CH:16]=[CH:15][C:14]([F:17])=[C:13]([CH2:18][NH:21][CH3:20])[CH:12]=2)[CH:3]=1 |f:5.6|. Reported procedure: To a solution of 4-chloro-2-(3-chloromethyl-4-fluorophenoxy)-benzonitrile (0.14 g, 0.47 mmol) in ethanol (15 mL) was added methylamine (33% in ethanol, 4.0 mL, 32 mmol), and the reaction mixture stirred for 10 days at ambient temperature. The solvent was removed in vacuo. The residue was treated with 10% sodium carbonate solution and extracted with ethyl acetate. The ethyl acetate layer was separated and a solution of fumaric acid (50 mg, 0.43 mmol) in methanol (3 mL) was added. After the solven... The reactants are [Si](C)(C)(C(C)(C)C)OC1=C(C=C(CBr)C=C1)CCC (4-tert-butyldimethylsilyloxy-3-propylbenzyl bromide), oil, [H-].[Na+] (sodium hydride), C(=O)(OCC)N1C(NC2=C1C=CC=C2)=O (1-carboethoxy-2-benzimidazolinone). Run in CN(C)C=O (DMF), CN(C)C=O (DMF). Product: [Si](C)(C)(C(C)(C)C)OC1=C(C=C(C=C1)CN1C(N(C2=C1C=CC=C2)C(=O)OCC)=O)CCC (1-(4-tert-butyldimethylsilyloxy-3-propylphenylmethyl)-3-carboethoxy-2-benzimidazolinone). Isolated yield 64.0%. RXN SMILES: [C:1]([N:6]1[C:10]2[CH:11]=[CH:12][CH:13]=[CH:14][C:9]=2[NH:8][C:7]1=[O:15])([O:3][CH2:4][CH3:5])=[O:2].[H-].[Na+].[Si:18]([O:25][C:26]1[CH:33]=[CH:32][C:29]([CH2:30]Br)=[CH:28][C:27]=1[CH2:34][CH2:35][CH3:36])([C:21]([CH3:24])([CH3:23])[CH3:22])([CH3:20])[CH3:19]>CN(C=O)C>[Si:18]([O:25][C:26]1[CH:33]=[CH:32][C:29]([CH2:30][N:8]2[C:9]3[CH:14]=[CH:13][CH:12]=[CH:11][C:10]=3[N:6]([C:1]([O:3][CH2:4][CH3:5])=[O:2])[C:7]2=[O:15])=[CH:28][C:27]=1[CH2:34][CH2:35][CH3:36])([C:21]([CH3:24])([CH3:23])[CH3:22])([CH3:19])[CH3:20] |f:1.2|. Reported procedure: To a solution of 0.295 g (1.43 mmol) of 1-carboethoxy-2-benzimidazolinone dissolved in 5.0 mL DMF was added 0.063 g (1.57 mmol) of a 60% oil dispersion of sodium hydride and the resulting mixture was stirred under a nitrogen atmosphere and gently warmed with a heat gun until the solids had dissolved and gas evolution had ceased. A solution of the product of step A in 2.0 mL DMF was then added and the reaction mixture was stirred for an additional 0.5 hours. The mixture was then quenched with 10%... Starting materials: Clc1nc2ccccc2nc1Cl, OCCOc1ccccc1. Yields the product Clc1nc2ccccc2nc1OCCOc1ccccc1. Reaction SMILES: [Cl:11][c:12]1[n:13][c:14]2[cH:15][cH:16][cH:17][cH:18][c:19]2[n:20][c:21]1[Cl:22].[O:1]([c:2]1[cH:3][cH:4][cH:5][cH:6][cH:7]1)[CH2:8][CH2:9][OH:10]>>[O:1]([c:2]1[cH:3][cH:4][cH:5][cH:6][cH:7]1)[CH2:8][CH2:9][O:10][c:21]1[c:12]([Cl:11])[n:13][c:14]2[cH:15][cH:16][cH:17][cH:18][c:19]2[n:20]1. Starting materials: O=C(O)c1ccc(Br)cc1F, CS(C)=O, OB(O)c1cccnc1. Yields the product O=C(O)c1ccc(-c2cccnc2)cc1F. As a reaction SMILES: [Br:1][c:2]1[cH:3][c:4]([F:11])[c:5]([C:6](=[O:7])[OH:8])[cH:9][cH:10]1.[CH3:21][S:22]([CH3:23])=[O:24].[n:12]1[cH:13][c:14]([B:18]([OH:19])[OH:20])[cH:15][cH:16][cH:17]1>>[c:2]1(-[c:14]2[cH:13][n:12][cH:17][cH:16][cH:15]2)[cH:3][c:4]([F:11])[c:5]([C:6](=[O:7])[OH:8])[cH:9][cH:10]1. The reactants are [H-].[Na+] (sodium hydride), COC1=CC=C(C=C1)O (4-methoxyphenol), [OH-].[Na+] (sodium hydroxide), BrC=1C=NC=C(C1)Br (3,5-Dibromopyridine). Run in CN(C)C=O (DMF), O (water). Conditions: time 1 hour. Product: BrC=1C=NC=C(C1)OC1=CC=C(C=C1)OC (3-Bromo-5-(4-methoxyphenoxy)pyridine). The yield is 120.3%. Reaction SMILES: [H-].[Na+].[CH3:3][O:4][C:5]1[CH:10]=[CH:9][C:8]([OH:11])=[CH:7][CH:6]=1.Br[C:13]1[CH:14]=[N:15][CH:16]=[C:17]([Br:19])[CH:18]=1.[OH-].[Na+]>CN(C=O)C.O>[Br:19][C:17]1[CH:16]=[N:15][CH:14]=[C:13]([O:11][C:8]2[CH:9]=[CH:10][C:5]([O:4][CH3:3])=[CH:6][CH:7]=2)[CH:18]=1 |f:0.1,4.5|. Reported procedure: To a stirred suspension sodium hydride (3.0 g of 80% in mineral oil, 100 mmol) in DMF (95 mL) in an ice water bath, 4-methoxyphenol (12.2 g, 96 mmol) was added slowly under a nitrogen atmosphere. The resulting mixture was warmed to ambient temperature and stirred for 1 h. 3,5-Dibromopyridine (15.6 g of 98%, 65 mmol) was added and the mixture was then heated at 85° C. (bath temperature) for 32 h. The mixture was cooled, diluted with water (120 mL), poured into 5N sodium hydroxide (15 mL), and ext... Reactants: CC(C)=CCBr, CCOC(C)=O, Cl, [Na+], [OH-], CC1(CCC(=O)O)CCc2cc(O)c3c(c2O1)C1CCC3C1. The product is CC(C)=CCc1c(O)c2c(c3c1CCC(C)(CCC(=O)O)O3)C1CCC2C1. As a reaction SMILES: [CH2:25]([CH:26]=[C:27]([CH3:28])[CH3:29])[Br:30].[CH3:32][CH2:33][O:34][C:35]([CH3:36])=[O:37].[ClH:31].[Na+:24].[OH-:23].[OH:1][c:2]1[cH:3][c:4]2[c:9]([c:10]3[c:11]1[CH:12]1[CH2:13][CH2:14][CH:15]3[CH2:16]1)[O:8][C:7]([CH3:17])([CH2:18][CH2:19][C:20](=[O:21])[OH:22])[CH2:6][CH2:5]2>>[OH:1][c:2]1[c:3]([CH2:25][CH:26]=[C:27]([CH3:28])[CH3:29])[c:4]2[c:9]([c:10]3[c:11]1[CH:12]1[CH2:13][CH2:14][CH:15]3[CH2:16]1)[O:8][C:7]([CH3:17])([CH2:18][CH2:19][C:20](=[O:21])[OH:22])[CH2:6][CH2:5]2. Reactants: ice water, C(C)(=O)NC=1SC(=CN1)Br (2-acetylamino-5-bromothiazole), Cl.SC=1C=NC=CC1 (3-mercaptopyridine hydrochloride), C([O-])([O-])=O.[K+].[K+] (potassium carbonate). Solvent: CN(C=O)C (N,N-dimethylformamide). Conditions: temperature 90 celsius. Yields the product C(C)(=O)NC=1SC(=CN1)SC=1C=NC=CC1 (2-acetylamino-5-(3-pyridylthio)thiazole). The yield is 79.2%. Reaction SMILES: [C:1]([NH:4][C:5]1[S:6][C:7](Br)=[CH:8][N:9]=1)(=[O:3])[CH3:2].Cl.[SH:12][C:13]1[CH:14]=[N:15][CH:16]=[CH:17][CH:18]=1.C(=O)([O-])[O-].[K+].[K+]>CN(C)C=O>[C:1]([NH:4][C:5]1[S:6][C:7]([S:12][C:13]2[CH:14]=[N:15][CH:16]=[CH:17][CH:18]=2)=[CH:8][N:9]=1)(=[O:3])[CH3:2] |f:1.2,3.4.5|. Reported procedure: A mixture of 2-acetylamino-5-bromothiazole (1 g), 3-mercaptopyridine hydrochloride (1 g) and potassium carbonate (1.5 g) in N,N-dimethylformamide (10 ml) was heated at 90° C. for 4.5 hours with stirring. The reaction mixture was poured into ice water. The precipitates were collected by filtration, washed with water and dried in vacuo to give 2-acetylamino-5-(3-pyridylthio)thiazole (0.9 g, yield: 81.8%). mp: 203°-205° C. (dec.) IR (Nujol): 3170, 1700, 1570, 1300 cm-1 The reactants are C(CC(O)(C(=O)O)CC(=O)O)(=O)O (citric acid), C([O-])([O-])=O.[K+].[K+] (potassium carbonate), BrCCO (2-bromoethanol), C(C)OC(=O)N1[C@@H](C[C@@H](C2=NC(=CC=C12)OC)NC1=NC=C(C(=N1)CC1=CC(=CC(=C1)C(F)(F)F)C(F)(F)F)O)CC ((2R*,4S*)-4-{[3,5-Bis(trifluoromethyl)benzyl]-(5-hydroxypyrimidin-2-yl)}amino-2-ethyl-6-methoxy-3,4-dihydro-2H-[1,5]naphthyridine-1-carboxylic acid ethyl ester). Run in CN(C=O)C (N,N-dimethylformamide). Conditions: temperature 60 celsius, time 8 hour. Yields the product C(C)OC(=O)N1[C@@H](C[C@@H](C2=NC(=CC=C12)OC)NC1=NC=C(C(=N1)CC1=CC(=CC(=C1)C(F)(F)F)C(F)(F)F)OCCO)CC ((2R*,4S*)-4-{[3,5-bis(trifluoromethyl)benzyl]-[5-(2-hydroxyethoxy)pyrimidin-2-yl]}amino-2-ethyl-6-methoxy-3,4-dihydro-2H-[1,5]naphthyridine-1-carboxylic acid ethyl ester). RXN SMILES: [CH2:1]([O:3][C:4]([N:6]1[C:15]2[C:10](=[N:11][C:12]([O:16][CH3:17])=[CH:13][CH:14]=2)[C@@H:9]([NH:18][C:19]2[N:24]=[C:23]([CH2:25][C:26]3[CH:31]=[C:30]([C:32]([F:35])([F:34])[F:33])[CH:29]=[C:28]([C:36]([F:39])([F:38])[F:37])[CH:27]=3)[C:22]([OH:40])=[CH:21][N:20]=2)[CH2:8][C@H:7]1[CH2:41][CH3:42])=[O:5])[CH3:2].C(=O)([O-])[O-].[K+].[K+].Br[CH2:50][CH2:51][OH:52].C(O)(=O)CC(CC(O)=O)(C(O)=O)O>CN(C)C=O>[CH2:1]([O:3][C:4]([N:6]1[C:15]2[C:10](=[N:11][C:12]([O:16][CH3:17])=[CH:13][CH:14]=2)[C@@H:9]([NH:18][C:19]2[N:24]=[C:23]([CH2:25][C:26]3[CH:31]=[C:30]([C:32]([F:35])([F:34])[F:33])[CH:29]=[C:28]([C:36]([F:38])([F:39])[F:37])[CH:27]=3)[C:22]([O:40][CH2:50][CH2:51][OH:52])=[CH:21][N:20]=2)[CH2:8][C@H:7]1[CH2:41][CH3:42])=[O:5])[CH3:2] |f:1.2.3|. Procedure details: (2R*,4S*)-4-{[3,5-Bis(trifluoromethyl)benzyl]-(5-hydroxypyrimidin-2-yl)}amino-2-ethyl-6-methoxy-3,4-dihydro-2H-[1,5]naphthyridine-1-carboxylic acid ethyl ester (150 mg) is dissolved in N,N-dimethylformamide (1 ml), then thereto are added potassium carbonate (200 mg) and 2-bromoethanol (162 μl), and the mixture is stirred at 60° C. overnight. To the reaction mixture is added 10% aqueous citric acid solution, and the mixture is extracted with ethyl acetate. The organic layer is washed with a satur... The reactants are ice, [OH-].[Na+] (sodium hydroxide), C(#N)[BH3-].[Na+] (sodium cyanoborohydride), FC(OC1=C2C=CNC2=CC=C1)(F)F (4-(trifluoromethoxy)indole). Solvent: FC(C(=O)O)(F)F (trifluoroacetic acid), C(C)(=O)OCC (ethyl acetate). Reaction conditions: temperature -5 celsius, time 19 hour. The product is FC(OC1=C2CCNC2=CC=C1)(F)F (4-(trifluoromethoxy)indoline). Isolated yield 20.5%. RXN SMILES: C([BH3-])#N.[Na+].[F:5][C:6]([F:18])([F:17])[O:7][C:8]1[CH:16]=[CH:15][CH:14]=[C:13]2[C:9]=1[CH:10]=[CH:11][NH:12]2.[OH-].[Na+]>FC(F)(F)C(O)=O.C(OCC)(=O)C>[F:18][C:6]([F:5])([F:17])[O:7][C:8]1[CH:16]=[CH:15][CH:14]=[C:13]2[C:9]=1[CH2:10][CH2:11][NH:12]2 |f:0.1,3.4|. Reported procedure: 0.57 g of sodium cyanoborohydride is gradually added to a solution of 0.87 g of 4-(trifluoromethoxy)indole in 12 ml of trifluoroacetic acid under argon, cooled to a temperature of about −5° C. The reaction mixture is allowed to warm up to 0° C. for 3 hours, and is then poured into 30 g of ice and alkalinized with 21 ml of a concentrated sodium hydroxide solution. After stirring for 19 hours, the mixture is diluted with 60 ml of ethyl acetate and then stirred at ambient temperature for 30 minutes...